From a dataset of the Open Reaction Database (ORD), a public repository of structured organic reaction records. describe an organic reaction: reactants, conditions, products, and yield Reactants: ClC=1NC=CN1 (2-chloro-1H-imidazole), [H][H] (hydrogen), NCC(=O)O (glycine), N-substituted amino, Formula III, BrC=1N=CNC1 (4-bromo-1H-imidazole). Solvent: O (water). Product: N1C(=NC=C1)NCC(=O)O (2-(1H-imidazol-2-ylamino)acetic acid), N1C=NC(=C1)NCC(=O)O (2-(1H-imidazol-4-ylamino)acetic acid). Reaction SMILES: [H][H].Cl[C:4]1[NH:5][CH:6]=[CH:7][N:8]=1.Br[C:10]1[N:11]=[CH:12][NH:13][CH:14]=1.[NH2:15][CH2:16][C:17]([OH:19])=[O:18]>O>[NH:8]1[CH:7]=[CH:6][N:5]=[C:4]1[NH:15][CH2:16][C:17]([OH:19])=[O:18].[NH:13]1[CH:14]=[C:10]([NH:15][CH2:16][C:17]([OH:19])=[O:18])[N:11]=[CH:12]1. Reported procedure: Different N-substituted amino acid derivatives can be used to synthesize other compounds of Formula III wherein Y′ is NHR3 and R3 is not hydrogen. For example, 2-chloro-1H-imidazole or 4-bromo-1H-imidazole can be treated with glycine in water (for example, according to the procedure set forth in European Journal of Medicinal Chemistry (1989), 24(6), 623-5) to form 2-(1H-imidazol-2-ylamino)acetic acid or 2-(1H-imidazol-4-ylamino)acetic acid, respectively, which can then be used to synthesize (2S,... Reactants: C1COCCN1, Fc1cccc2c1C1=NCCN1c1c(-c3nc(C4CC4)no3)ncn1-2, CN(C)C=O. Yields the product c1cc(N2CCOCC2)c2c(c1)-n1cnc(-c3nc(C4CC4)no3)c1N1CCN=C21. Reaction SMILES: [CH2:26]1[CH2:27][O:28][CH2:29][CH2:30][NH:31]1.[CH:1]1([c:4]2[n:5][o:6][c:7](-[c:9]3[n:10][cH:11][n:12]4[c:13]3[N:14]3[C:15](=[N:23][CH2:24][CH2:25]3)[c:16]3[c:17]([F:22])[cH:18][cH:19][cH:20][c:21]3-4)[n:8]2)[CH2:2][CH2:3]1.[O:32]=[CH:33][N:34]([CH3:35])[CH3:36]>>[CH:1]1([c:4]2[n:5][o:6][c:7](-[c:9]3[n:10][cH:11][n:12]4[c:13]3[N:14]3[C:15](=[N:23][CH2:24][CH2:25]3)[c:16]3[c:17]([N:31]5[CH2:26][CH2:27][O:28][CH2:29][CH2:30]5)[cH:18][cH:19][cH:20][c:21]3-4)[n:8]2)[CH2:2][CH2:3]1.